From a dataset of the Open Reaction Database (ORD), a public repository of structured organic reaction records. describe an organic reaction: reactants, conditions, products, and yield Starting materials: C(C)OC(=O)N1N=C2C=CC=C(C2=C1N)Cl (3-amino-4-chloroindazole-2-carboxylic acid ethyl ester). The solvent is C(C)OC(=O)OC(=O)OCC (pyrocarbonic acid diethyl ester). The product is NC1=NNC2=CC=CC(=C12)Cl (3-amino-4-chloroindazole). RXN SMILES: C(OC([N:6]1[C:14]([NH2:15])=[C:13]2[C:8]([CH:9]=[CH:10][CH:11]=[C:12]2[Cl:16])=[N:7]1)=O)C>C(OC(OC(OCC)=O)=O)C>[NH2:15][C:14]1[C:13]2[C:8](=[CH:9][CH:10]=[CH:11][C:12]=2[Cl:16])[NH:7][N:6]=1. Reported procedure: Analogously to Example 1, 0.2 mol of 3-amino-4-chloroindazole in 100 ml of pyrocarbonic acid diethyl ester gives 3-amino-4-chloroindazole-2-carboxylic acid ethyl ester (melting point: 109°-111° C; 63% of theory) in 3 hours at 20°-30° C. The reactants are O=C1CCN(CC1)C(=O)OC(C)(C)C (tert-butyl 4-oxopiperidine-1-carboxylate), FC=1C=C(C=CC1OC)[Mg]Br ((3-fluoro-4-methoxyphenyl)magnesium bromide). Run in O (water), C(C)OCC (diethyl ether). Reaction conditions: time 12 hour. Product: FC=1C=C(C=CC1OC)C1(CCN(CC1)C(=O)OC(C)(C)C)O (tert-butyl 4-(3-fluoro-4-methoxyphenyl)-4-hydroxypiperidine-1-carboxylate). Yield: 88.4%. As a reaction SMILES: [O:1]=[C:2]1[CH2:7][CH2:6][N:5]([C:8]([O:10][C:11]([CH3:14])([CH3:13])[CH3:12])=[O:9])[CH2:4][CH2:3]1.[F:15][C:16]1[CH:17]=[C:18]([Mg]Br)[CH:19]=[CH:20][C:21]=1[O:22][CH3:23]>C(OCC)C.O>[F:15][C:16]1[CH:17]=[C:18]([C:2]2([OH:1])[CH2:3][CH2:4][N:5]([C:8]([O:10][C:11]([CH3:14])([CH3:13])[CH3:12])=[O:9])[CH2:6][CH2:7]2)[CH:19]=[CH:20][C:21]=1[O:22][CH3:23]. Reported procedure: A stirred solution of tert-butyl 4-oxopiperidine-1-carboxylate (4.5 g, 22.6 mmol) in diethyl ether (100 mL) at 0° C. was treated with a solution of (3-fluoro-4-methoxyphenyl)magnesium bromide (49.7 mL, 24.8 mmol, 0.5 M in tetrahydrofuran). The reaction mixture was allowed to warm to rt and was stirred at for 12 h. It was then diluted with 100 mL water and the layers were separated. The aqueous layer was extracted three times with 150 mL of ethyl acetate and the combined organic layers were dried... Reactants: CCC(=O)Cl, COc1ccc2nc(NC(=O)CO)sc2c1, c1ccncc1. Yields the product CCC(=O)OCC(=O)Nc1nc2ccc(OC)cc2s1. As a reaction SMILES: [C:17]([CH2:18][CH3:19])(=[O:20])[Cl:21].[OH:1][CH2:2][C:3](=[O:4])[NH:5][c:6]1[s:7][c:8]2[c:9]([n:10]1)[cH:11][cH:12][c:13]([O:15][CH3:16])[cH:14]2.[cH:22]1[cH:23][cH:24][n:25][cH:26][cH:27]1>>[O:1]([CH2:2][C:3](=[O:4])[NH:5][c:6]1[s:7][c:8]2[c:9]([n:10]1)[cH:11][cH:12][c:13]([O:15][CH3:16])[cH:14]2)[C:17]([CH2:18][CH3:19])=[O:20]. Starting materials: C1CCOC1, COC(=O)C=Cc1ccc(Cl)nc1, O. Yields the product O=C(O)C=Cc1ccc(Cl)nc1. Reaction SMILES: [CH2:14]1[O:15][CH2:16][CH2:17][CH2:18]1.[CH3:1][O:2][C:3]([CH:4]=[CH:5][c:6]1[cH:7][n:8][c:9]([Cl:12])[cH:10][cH:11]1)=[O:13].[OH2:19]>>[O:2]=[C:3]([CH:4]=[CH:5][c:6]1[cH:7][n:8][c:9]([Cl:12])[cH:10][cH:11]1)[OH:13]. Yields the product S1C(=CC=C1)S(=O)(=O)N1CCN(CC1)C1=C(C=C(C=C1)C(C(F)(F)F)(C(F)(F)F)O)C#CC(CC)O (1-(2-(4-(2-thiophenylsulfonyl)-1-piperazinyl)-5-(2,2,2-trifluoro-1-hydroxy-1-(trifluoromethyl)ethyl)phenyl)-1-pentyn-3-ol). Starting materials: BrC=1C=C(C=CC1N1CCN(CC1)S(=O)(=O)C=1SC=CC1)C(C(F)(F)F)(C(F)(F)F)O (2-(3-bromo-4-(4-(thiophen-2-ylsulfonyl)piperazin-1-yl)phenyl)-1,1,1,3,3,3-hexafluoropropan-2-ol), C#CC(CC)O (1-pentyn-3-ol). Procedure details: Following the procedure outlined for Example 152, 2-(3-bromo-4-(4-(thiophen-2-ylsulfonyl)piperazin-1-yl)phenyl)-1,1,1,3,3,3-hexafluoropropan-2-ol (Example 69) was coupled to 1-pentyn-3-ol (Aldrich, St. Louis, Mo.) to afford 1-(2-(4-(2-thiophenylsulfonyl)-1-piperazinyl)-5-(2,2,2-trifluoro-1-hydroxy-1-(trifluoromethyl)ethyl)phenyl)-1-pentyn-3-ol as a mixture of enantiomers. Reaction SMILES: Br[C:2]1[CH:3]=[C:4]([C:22]([OH:31])([C:27]([F:30])([F:29])[F:28])[C:23]([F:26])([F:25])[F:24])[CH:5]=[CH:6][C:7]=1[N:8]1[CH2:13][CH2:12][N:11]([S:14]([C:17]2[S:18][CH:19]=[CH:20][CH:21]=2)(=[O:16])=[O:15])[CH2:10][CH2:9]1.[CH:32]#[C:33][CH:34]([OH:37])[CH2:35][CH3:36]>>[S:18]1[CH:19]=[CH:20][CH:21]=[C:17]1[S:14]([N:11]1[CH2:12][CH2:13][N:8]([C:7]2[CH:6]=[CH:5][C:4]([C:22]([OH:31])([C:27]([F:30])([F:29])[F:28])[C:23]([F:26])([F:25])[F:24])=[CH:3][C:2]=2[C:32]#[C:33][CH:34]([OH:37])[CH2:35][CH3:36])[CH2:9][CH2:10]1)(=[O:16])=[O:15].